Dataset: the Open Reaction Database (ORD), a public repository of structured organic reaction records. Task: describe an organic reaction: reactants, conditions, products, and yield Starting materials: O=C([O-])[O-], C=CCBr, CC1(C)NC(=O)c2cc(O)ccc2O1, CC#N, [K+], [K+]. The product is C=CCOc1ccc2c(c1)C(=O)NC(C)(C)O2. Reaction SMILES: [C:19](=[O:20])([O-:21])[O-:22].[CH2:15]([CH:16]=[CH2:17])[Br:18].[CH3:1][C:2]1([CH3:14])[O:3][c:4]2[c:5]([cH:9][c:10]([OH:13])[cH:11][cH:12]2)[C:6](=[O:8])[NH:7]1.[CH3:25][C:26]#[N:27].[K+:23].[K+:24]>>[CH3:1][C:2]1([CH3:14])[O:3][c:4]2[c:5]([cH:9][c:10]([O:13][CH2:17][CH:16]=[CH2:15])[cH:11][cH:12]2)[C:6](=[O:8])[NH:7]1. Starting materials: COc1cc2nccc(Oc3ccc(N)c(C)c3)c2cc1OC, Cc1ccccc1, CCO, O=C(N=C=S)c1ccccc1. The product is COc1cc2nccc(Oc3ccc(NC(=S)NC(=O)c4ccccc4)c(C)c3)c2cc1OC. RXN SMILES: [CH3:12][O:13][c:14]1[cH:15][c:16]2[c:17]([O:26][c:27]3[cH:28][c:29]([CH3:34])[c:30]([NH2:31])[cH:32][cH:33]3)[cH:18][cH:19][n:20][c:21]2[cH:22][c:23]1[O:24][CH3:25].[CH3:35][c:36]1[cH:37][cH:38][cH:39][cH:40][cH:41]1.[CH3:42][CH2:43][OH:44].[c:1]1([C:7](=[O:8])[N:9]=[C:10]=[S:11])[cH:2][cH:3][cH:4][cH:5][cH:6]1>>[c:1]1([C:7](=[O:8])[NH:9][C:10](=[S:11])[NH:31][c:30]2[c:29]([CH3:34])[cH:28][c:27]([O:26][c:17]3[c:16]4[cH:15][c:14]([O:13][CH3:12])[c:23]([O:24][CH3:25])[cH:22][c:21]4[n:20][cH:19][cH:18]3)[cH:33][cH:32]2)[cH:2][cH:3][cH:4][cH:5][cH:6]1.